describe an organic reaction: reactants, conditions, products, and yield From a dataset of the Open Reaction Database (ORD), a public repository of structured organic reaction records. Reactants: CC(C)(C)OC(=O)CBr, O=C([O-])[O-], CC(C)=O, [K+], [K+], Cc1c(C)c2c(c(C)c1O)CCC(C)(COc1ccc(CC3SC(=O)NC3=O)cc1)O2. Product: Cc1c(C)c2c(c(C)c1O)CCC(C)(COc1ccc(CC3SC(=O)N(CC(=O)OC(C)(C)C)C3=O)cc1)O2. RXN SMILES: [Br:38][CH2:39][C:40](=[O:41])[O:42][C:43]([CH3:44])([CH3:45])[CH3:46].[C:32](=[O:33])([O-:34])[O-:35].[CH3:47][C:48](=[O:49])[CH3:50].[K+:36].[K+:37].[OH:1][c:2]1[c:3]([CH3:31])[c:4]2[c:9]([c:10]([CH3:13])[c:11]1[CH3:12])[O:8][C:7]([CH3:14])([CH2:15][O:16][c:17]1[cH:18][cH:19][c:20]([CH2:21][CH:22]3[C:23](=[O:28])[NH:24][C:25](=[O:27])[S:26]3)[cH:29][cH:30]1)[CH2:6][CH2:5]2>>[OH:1][c:2]1[c:3]([CH3:31])[c:4]2[c:9]([c:10]([CH3:13])[c:11]1[CH3:12])[O:8][C:7]([CH3:14])([CH2:15][O:16][c:17]1[cH:18][cH:19][c:20]([CH2:21][CH:22]3[C:23](=[O:28])[N:24]([CH2:39][C:40](=[O:41])[O:42][C:43]([CH3:44])([CH3:45])[CH3:46])[C:25](=[O:27])[S:26]3)[cH:29][cH:30]1)[CH2:6][CH2:5]2. Starting materials: Cl (HCl), COC(C1=CC=C(C=C1)NC(=O)[C@H]1[C@@H]([C@@]2([C@@H](N1)CC(C)(C)C)C(NC1=CC(=CC=C12)Cl)=O)C1=C(C(=CC=C1)Cl)F)=O (rac-4-{[(2′S,3′R,4′S,5′R)-6-chloro-4′-(3-chloro-2-fluoro-phenyl)-2′-(2,2-dimethyl-propyl)-2-oxo-1,2-dihydro-spiro[indole-3,3′-pyrrolidine]-5′-carbonyl]-amino}-benzoic acid methyl ester), [OH-].[Na+] (NaOH), CO (methanol). Solvent: O1CCCC1 (tetrahydrofuran). Run at temperature 80 celsius. Yields the product ClC1=CC=C2C(=C1)NC([C@@]21[C@@H](N[C@H]([C@@H]1C1=C(C(=CC=C1)Cl)F)C(=O)NC1=CC=C(C(=O)O)C=C1)CC(C)(C)C)=O (rac-4-{[(2′S,3′R,4′S,5′R)-6-chloro-4′-(3-chloro-2-fluoro-phenyl)-2′-(2,2-dimethyl-propyl)-2-oxo-1,2-dihydro-spiro[indole-3,3′-pyrrolidine]-5′-carbonyl]-amino}-benzoic acid), solid. Isolated yield 83.0%. Reaction SMILES: C[O:2][C:3](=[O:41])[C:4]1[CH:9]=[CH:8][C:7]([NH:10][C:11]([C@@H:13]2[NH:17][C@@H:16]([CH2:18][C:19]([CH3:22])([CH3:21])[CH3:20])[C@:15]3([C:30]4[C:25](=[CH:26][C:27]([Cl:31])=[CH:28][CH:29]=4)[NH:24][C:23]3=[O:32])[C@H:14]2[C:33]2[CH:38]=[CH:37][CH:36]=[C:35]([Cl:39])[C:34]=2[F:40])=[O:12])=[CH:6][CH:5]=1.[OH-].[Na+].CO.Cl>O1CCCC1>[Cl:31][C:27]1[CH:26]=[C:25]2[NH:24][C:23](=[O:32])[C@:15]3([C@@H:14]([C:33]4[CH:38]=[CH:37][CH:36]=[C:35]([Cl:39])[C:34]=4[F:40])[C@H:13]([C:11]([NH:10][C:7]4[CH:6]=[CH:5][C:4]([C:3]([OH:41])=[O:2])=[CH:9][CH:8]=4)=[O:12])[NH:17][C@H:16]3[CH2:18][C:19]([CH3:21])([CH3:20])[CH3:22])[C:30]2=[CH:29][CH:28]=1 |f:1.2|. Procedure details: To a solution of rac-4-{[(2′S,3′R,4′S,5′R)-6-chloro-4′-(3-chloro-2-fluoro-phenyl)-2′-(2,2-dimethyl-propyl)-2-oxo-1,2-dihydro-spiro[indole-3,3′-pyrrolidine]-5′-carbonyl]-amino}-benzoic acid methyl ester prepared in Example 5 (57 mg, 0.095 mmol) in tetrahydrofuran (9 mL) was added an aqueous solution (1N) of NaOH (9 mL, 9 mmol) and methanol (3 mL). The reaction mixture was heated at 80° C. for 1 h, and then cooled to room temperature. The “pH” of the mixture was adjusted to 5-6 by aqueous HCl solu... Starting materials: [Li]C(C)(C)C, C1CCOC1, CN(C)C=O, CCOC(C)=O, CCCOc1ccc(I)nc1, O. Product: CCCOc1ccc(C=O)nc1. RXN SMILES: [C:17]([Li:18])([CH3:19])([CH3:20])[CH3:21].[CH2:12]1[CH2:14][CH2:13][CH2:15][O:16]1.[CH3:22][N:23]([CH3:24])[CH:25]=[O:26].[CH3:28][CH2:29][O:30][C:31](=[O:32])[CH3:33].[I:1][c:2]1[n:3][cH:4][c:5]([O:8][CH2:9][CH2:10][CH3:11])[cH:6][cH:7]1.[OH2:27]>>[c:2]1([CH:15]=[O:16])[n:3][cH:4][c:5]([O:8][CH2:9][CH2:10][CH3:11])[cH:6][cH:7]1. Procedure details: A reaction vessel was charged with 2-chloro-5-trifluoromethylpyridine (8 g, 44 mmol), 3-fluoroacetophenone (6.4 g, 46 mmol) and DME (56 ml). Sodium hydride (as a 60% oil dispersion, 5.8 g, 145 mmol) was added in portions to the mixture under nitrogen at room temperature. The mixture was stirred at 40-45° C. overnight. Upon the completion of the reaction, aqueous NH4Cl solution (240 ml) was added to the reaction mixture at room temperature. The mixture was stirred for 0.5 hr and filtered. The cak... Conditions: temperature 42.5 celsius, time 8 hour. Isolated yield 83.8%. Solvent: COCCOC (DME). Product: FC=1C=C(C=CC1)C(CC1=NC=C(C=C1)C(F)(F)F)=O (1-(3-Fluorophenyl)-2-(5-trifluoromethyl-2-pyridinyl)ethanone). Starting materials: [NH4+].[Cl-] (NH4Cl), ClC1=NC=C(C=C1)C(F)(F)F (2-chloro-5-trifluoromethylpyridine), CC(=O)C1=CC(=CC=C1)F (3-fluoroacetophenone), [H-].[Na+] (Sodium hydride), oil. RXN SMILES: Cl[C:2]1[CH:7]=[CH:6][C:5]([C:8]([F:11])([F:10])[F:9])=[CH:4][N:3]=1.[CH3:12][C:13]([C:15]1[CH:20]=[CH:19][CH:18]=[C:17]([F:21])[CH:16]=1)=[O:14].[H-].[Na+].[NH4+].[Cl-]>COCCOC>[F:21][C:17]1[CH:16]=[C:15]([C:13](=[O:14])[CH2:12][C:2]2[CH:7]=[CH:6][C:5]([C:8]([F:11])([F:10])[F:9])=[CH:4][N:3]=2)[CH:20]=[CH:19][CH:18]=1 |f:2.3,4.5|.